This data is from the Open Reaction Database (ORD), a public repository of structured organic reaction records. The task is: describe an organic reaction: reactants, conditions, products, and yield As a reaction SMILES: C([O:8][C:9]1[CH:10]=[C:11]([CH:18]=[CH:19][C:20]2[N:21]=[C:22]3[CH:27]=[CH:26][CH:25]=[CH:24][N:23]3[CH:28]=2)[CH:12]=[CH:13][C:14]=1[N+:15]([O-])=O)C1C=CC=CC=1.[H][H]>C(O)C.[Pd]>[NH2:15][C:14]1[CH:13]=[CH:12][C:11]([CH2:18][CH2:19][C:20]2[N:21]=[C:22]3[CH2:27][CH2:26][CH2:25][CH2:24][N:23]3[CH:28]=2)=[CH:10][C:9]=1[OH:8]. Run in C(C)O (ethanol). Procedure: A solution of 2-[2-(3-benzyloxy-4-nitrophenyl)vinyl]imidazo[1,2-a]pyridine (40 g) in ethanol (600 ml) was hydrogenated over 10% palladium on carbon (10 g) at 4 to 6 atmospheric pressure of hydrogen gas for 4 hours at 40° to 70° C. The catalyst was removed by filtration an the filtrate was evaporated in vacuo to give a crystalline residue, which was washed with diethyl ether and dried to give 2-[2-(4-amino-3-hydroxyphenyl)ethyl]-5,6,7,8-tetrahydroimidazo[1,2-a]pyridine (19.0 g). Reagents/catalysts: [Pd] (palladium on carbon). The product is NC1=C(C=C(C=C1)CCC=1N=C2N(CCCC2)C1)O (2-[2-(4-amino-3-hydroxyphenyl)ethyl]-5,6,7,8-tetrahydroimidazo[1,2-a]pyridine). Reactants: C(C1=CC=CC=C1)OC=1C=C(C=CC1[N+](=O)[O-])C=CC=1N=C2N(C=CC=C2)C1 (2-[2-(3-benzyloxy-4-nitrophenyl)vinyl]imidazo[1,2-a]pyridine), [H][H] (hydrogen). Yield: 68.6%. Reactants: C(C)(C)(C)OC(=O)N1CCC(CC1)C1CC=2C(=CN=C(C2)Cl)O1 (4-(5-chloro-2,3-dihydro-furo[2,3-c]pyridin-2-yl)-piperidine-1-carboxylic acid tert-butyl ester), OC1=NC=CN=C1 (2-hydroxypyrazine). Reagents/catalysts: [Cu](I)I (copper iodide). The solvent is O1CCOCC1 (1,4-dioxan). Conditions: temperature 180 celsius. The product is C(C)(C)(C)OC(=O)N1CCC(CC1)C1CC=2C(=CN=C(C2)N2C(C=NC=C2)=O)O1 (4-[5-(2-Oxo-2H-pyrazin-1-yl)-2,3-dihydro-furo[2,3-c]pyridin-2-yl]-piperidine-1-carboxylic acid tert-butyl ester). RXN SMILES: [C:1]([O:5][C:6]([N:8]1[CH2:13][CH2:12][CH:11]([CH:14]2[O:23][C:17]3=[CH:18][N:19]=[C:20](Cl)[CH:21]=[C:16]3[CH2:15]2)[CH2:10][CH2:9]1)=[O:7])([CH3:4])([CH3:3])[CH3:2].[OH:24][C:25]1[CH:30]=[N:29][CH:28]=[CH:27][N:26]=1>O1CCOCC1.[Cu](I)I>[C:1]([O:5][C:6]([N:8]1[CH2:13][CH2:12][CH:11]([CH:14]2[O:23][C:17]3=[CH:18][N:19]=[C:20]([N:26]4[CH:27]=[CH:28][N:29]=[CH:30][C:25]4=[O:24])[CH:21]=[C:16]3[CH2:15]2)[CH2:10][CH2:9]1)=[O:7])([CH3:4])([CH3:3])[CH3:2]. Procedure: A mixture of 4-(5-chloro-2,3-dihydro-furo[2,3-c]pyridin-2-yl)-piperidine-1-carboxylic acid tert-butyl ester (60 mg), 2-hydroxypyrazine (17 mg), and copper iodide (7 mg) in 1,4-dioxan (1 mL) is sparged with argon. N,N′-Dimethylethylendiamine (8.54) and tri-potassium orthophosphate (72 mg) are added and the resulting mixture is heated in a microwave oven to 180° C. for 1 h. The reaction mixture is filtered and chromatographed on silica gel (ethyl acetate) to give the title compound. LC (method 7):... The reactants are FC1=C(C=CC=C1)[C@@H](C)OC(NC=1C(=NOC1C1=CC(=C(C=C1)Br)C)C)=O ([5-(4-Bromo-3-methyl-phenyl)-3-methyl-isoxazol-4-yl]-carbamic acid (R)-1-(2-fluoro-phenyl)-ethyl ester), C(C)OC(CC1=CC=C(C=C1)B1OC(C(O1)(C)C)(C)C)=O ([4-(4,4,5,5-tetramethyl-[1,3,2]dioxaborolan-2-yl)-phenyl]-acetic acid ethyl ester), C([O-])(O)=O.[Na+] (sodium bicarbonate). The reagents and catalysts are Cl[Pd]([P](C1=CC=CC=C1)(C2=CC=CC=C2)C3=CC=CC=C3)([P](C4=CC=CC=C4)(C5=CC=CC=C5)C6=CC=CC=C6)Cl (Bis(triphenylphosphine)palladium(II) dichloride). The solvent is COCCOC (DME). Reaction conditions: temperature 80 celsius, time 2 hour. The product is C(C)OC(CC1=CC=C(C=C1)C1=C(C=C(C=C1)C1=C(C(=NO1)C)NC(=O)O[C@H](C)C1=C(C=CC=C1)F)C)=O ((4′-{4-[(R)-1-(2-Fluoro-phenyl)-ethoxycarbonylamino]-3-methyl-isoxazol-5-yl}-2′-methyl-biphenyl-4-yl)-acetic acid ethyl ester). Reaction SMILES: [F:1][C:2]1[CH:7]=[CH:6][CH:5]=[CH:4][C:3]=1[C@H:8]([O:10][C:11](=[O:27])[NH:12][C:13]1[C:14]([CH3:26])=[N:15][O:16][C:17]=1[C:18]1[CH:23]=[CH:22][C:21](Br)=[C:20]([CH3:25])[CH:19]=1)[CH3:9].[CH2:28]([O:30][C:31](=[O:48])[CH2:32][C:33]1[CH:38]=[CH:37][C:36](B2OC(C)(C)C(C)(C)O2)=[CH:35][CH:34]=1)[CH3:29].C(=O)(O)[O-].[Na+]>Cl[Pd](Cl)([P](C1C=CC=CC=1)(C1C=CC=CC=1)C1C=CC=CC=1)[P](C1C=CC=CC=1)(C1C=CC=CC=1)C1C=CC=CC=1.COCCOC>[CH2:28]([O:30][C:31](=[O:48])[CH2:32][C:33]1[CH:38]=[CH:37][C:36]([C:21]2[CH:22]=[CH:23][C:18]([C:17]3[O:16][N:15]=[C:14]([CH3:26])[C:13]=3[NH:12][C:11]([O:10][C@@H:8]([C:3]3[CH:4]=[CH:5][CH:6]=[CH:7][C:2]=3[F:1])[CH3:9])=[O:27])=[CH:19][C:20]=2[CH3:25])=[CH:35][CH:34]=1)[CH3:29] |f:2.3,^1:56,75|. Reported procedure: [5-(4-Bromo-3-methyl-phenyl)-3-methyl-isoxazol-4-yl]-carbamic acid (R)-1-(2-fluoro-phenyl)-ethyl ester (0.350 g, 0.80 mmol), [4-(4,4,5,5-tetramethyl-[1,3,2]dioxaborolan-2-yl)-phenyl]-acetic acid ethyl ester (0.292 g, 0.96 mmol), and sodium bicarbonate (0.235 g, 2.8 mmol) were combined in 2:1 DME:water (11 mL), and the solution was purged with N2 for 5 minutes. Bis(triphenylphosphine)palladium(II) dichloride (0.030 g, 0.04 mmol) was added, and the reaction was stirred at 80° C. for 2 hour. After ... Starting materials: NC1=N[C@](C(C(N1C)=O)(C)C)(C)C1=C(C=CC(=C1)N)F ((S)-2-amino-6-(5-amino-2-fluoro-phenyl)-3,5,5,6-tetramethyl-5,6-dihydro-3H-pyrimidin-4-one), [B][B][B][B][B][B][B][B][B][B] (decaborane), NC1=N[C@](C(C(N1C)=O)(C)C)(C)C1=C(C=CC(=C1)N)F ((S)-2-amino-6-(5-amino-2-fluoro-phenyl)-3,5,5,6-tetramethyl-5,6-dihydro-3H-pyrimidin-4-one), O1CC(CC1)C=O (tetrahydro-furan-3-carbaldehyde). Product: NC1=N[C@](C(C(N1C)=O)(C)C)(C)C1=C(C=CC(=C1)NCC1COCC1)F ((S)-2-Amino-6-{2-fluoro-5-[(tetrahydro-furan-3-ylmethyl)-amino]phenyl}-3,5,5,6-tetramethyl-5,6-dihydro-3H-pyrimidin-4-one). Reaction SMILES: [NH2:1][C:2]1[N:7]([CH3:8])[C:6](=[O:9])[C:5]([CH3:11])([CH3:10])[C@:4]([C:13]2[CH:18]=[C:17]([NH2:19])[CH:16]=[CH:15][C:14]=2[F:20])([CH3:12])[N:3]=1.[O:21]1[CH2:25][CH2:24][CH:23]([CH:26]=O)[CH2:22]1.[B][B][B][B][B][B][B][B][B][B]>>[NH2:1][C:2]1[N:7]([CH3:8])[C:6](=[O:9])[C:5]([CH3:10])([CH3:11])[C@:4]([C:13]2[CH:18]=[C:17]([NH:19][CH2:26][CH:23]3[CH2:24][CH2:25][O:21][CH2:22]3)[CH:16]=[CH:15][C:14]=2[F:20])([CH3:12])[N:3]=1 |^3:27,36,^1:28,29,30,31,32,33,34,35|. Procedure: The reductive amination of (S)-2-amino-6-(5-amino-2-fluoro-phenyl)-3,5,5,6-tetramethyl-5,6-dihydro-3H-pyrimidin-4-one (intermediate J) and tetrahydro-furan-3-carbaldehyde using decaborane yielded a mixture of epimers of the title compound as a colorless waxy solid. MS (ESI): m/z=363.4 [M+H]+. Starting materials: C(C\C=C\C)(=O)OC (methyl trans-pent-3-enoate), C(C)(=O)NC1=CC=C(C=C1)S(=O)(=O)N=[N+]=[N-] (p-ABSA), C1CCC2=NCCCN2CC1 (DBU). Run in CC#N (CH3CN). The product is C(C)(=O)NC1=CC=C(C=C1)S(=O)(=O)N=[N+]=[N-] (p-ABSA), [N+](=[N-])=C(C(=O)OC)\C=C\C (Methyl (E)-2-diazo-3-pentenoate). Isolated yield 87.2%. Reaction SMILES: [C:1]([O:7][CH3:8])(=[O:6])[CH2:2]/[CH:3]=[CH:4]/[CH3:5].[C:9]([NH:12][C:13]1[CH:18]=[CH:17][C:16]([S:19]([N:22]=[N+:23]=[N-:24])(=[O:21])=[O:20])=[CH:15][CH:14]=1)(=[O:11])[CH3:10].C1CCN2C(=NCCC2)CC1>CC#N>[C:9]([NH:12][C:13]1[CH:14]=[CH:15][C:16]([S:19]([N:22]=[N+:23]=[N-:24])(=[O:21])=[O:20])=[CH:17][CH:18]=1)(=[O:11])[CH3:10].[N+:22](=[C:2](/[CH:3]=[CH:4]/[CH3:5])[C:1]([O:7][CH3:8])=[O:6])=[N-:23]. Procedure: Methyl (E)-2-diazo-3-pentenoate (5) was prepared using the scheme set forth in FIG. 7A. To a stirred solution of trans-pent-3-enoic acid (3.0 g, 30.0 mmol) in methanol (20 mL) was added concentrated H2SO4 (1 mL). The reaction mixture was stirred for 12 h at room temperature and then slowly neutralized with saturated sodium bicarbonate (NaHCO3). The aqueous layer was extracted with dichloromethane, and the combined organic layers were washed with brine and dried (Na2SO4). The solvent was removed ... Reactants: COC(C1=CC(=C(C=C1)NC1C(CCCC1)C(F)(F)F)NC(CC=1SC=CC1)=O)=O (3-(2-Thiophen-2-yl-acetylamino)-4-(2-trifluoromethyl-cyclohexylamino)-benzoic acid methyl ester), Cl (hydrochloric acid), O (water). Run in O1CCOCC1 (dioxane). Yields the product S1C(=CC=C1)CC1=NC2=C(N1C1C(CCCC1)C(F)(F)F)C=CC(=C2)C(=O)O (2-Thiophen-2-ylmethyl-1-(2-trifluoromethyl-cyclohexyl)-1H-benzoimidazole-5-carboxylic acid). Isolated yield 107.8%. RXN SMILES: C[O:2][C:3](=[O:30])[C:4]1[CH:9]=[CH:8][C:7]([NH:10][CH:11]2[CH2:16][CH2:15][CH2:14][CH2:13][CH:12]2[C:17]([F:20])([F:19])[F:18])=[C:6]([NH:21][C:22](=O)[CH2:23][C:24]2[S:25][CH:26]=[CH:27][CH:28]=2)[CH:5]=1.Cl.O>O1CCOCC1>[S:25]1[CH:26]=[CH:27][CH:28]=[C:24]1[CH2:23][C:22]1[N:10]([CH:11]2[CH2:16][CH2:15][CH2:14][CH2:13][CH:12]2[C:17]([F:19])([F:18])[F:20])[C:7]2[CH:8]=[CH:9][C:4]([C:3]([OH:2])=[O:30])=[CH:5][C:6]=2[N:21]=1. Reported procedure: 0.75 g 3-(2-Thiophen-2-yl-acetylamino)-4-(2-trifluoromethyl-cyclohexylamino)-benzoic acid methyl ester with 10 ml of 4M hydrochloric acid in dioxane were heated in a microwave reactor to 110° C. for 5 h. 3 ml water was added to the reaction mixture, which was reacted again to 110° C. for 2 h. The mixture was then concentrated in vacuo, the residue taken up in ethyl acetate and water, and the pH of the aqueous phase was brought to 4. The phases were separated, and the aqueous layer was extracted ... The reactants are Cc1ccc(S(=O)(=O)OCC2Cc3c(C)c(Cl)cc(C(C)C)c3O2)cc1, CC(C)O, Cl, [N-]=[N+]=[N-], Cc1c(Cl)cc(C(C)C)c2c1CC(CN=[N+]=[N-])O2, [Na+], C1CCOC1, O. The product is Cc1c(Cl)cc(C(C)C)c2c1CC(CN)O2. As a reaction SMILES: [CH3:1][c:2]1[cH:3][cH:4][c:5]([S:6]([O:7][CH2:8][CH:9]2[CH2:10][c:11]3[c:12]([CH3:13])[c:14]([Cl:15])[cH:16][c:17]([CH:18]([CH3:19])[CH3:20])[c:21]3[O:22]2)(=[O:23])=[O:24])[cH:25][cH:26]1.[CH:55]([OH:56])([CH3:57])[CH3:58].[ClH:49].[N-:28]=[N+:29]=[N-:30].[N:31](=[N+:32]=[N-:33])[CH2:34][CH:35]1[O:36][c:37]2[c:38]([c:40]([CH3:48])[c:41]([Cl:47])[cH:42][c:43]2[CH:44]([CH3:45])[CH3:46])[CH2:39]1.[Na+:27].[O:50]1[CH2:51][CH2:52][CH2:53][CH2:54]1.[OH2:59]>>[NH2:31][CH2:34][CH:35]1[O:36][c:37]2[c:38]([c:40]([CH3:48])[c:41]([Cl:47])[cH:42][c:43]2[CH:44]([CH3:45])[CH3:46])[CH2:39]1.